This data is from the Open Reaction Database (ORD), a public repository of structured organic reaction records. The task is: describe an organic reaction: reactants, conditions, products, and yield Product: C[Si](C)(C)CCOCn1ncc2cc(Br)cnc21. Reaction SMILES: [Br:3][c:4]1[cH:5][c:6]2[c:7]([n:8][cH:9]1)[nH:10][n:11][cH:12]2.[CH2:22]1[O:23][CH2:24][CH2:25][CH2:26]1.[CH3:13][Si:14]([CH2:15][CH2:16][O:17][CH2:18][Cl:19])([CH3:20])[CH3:21].[CH3:27][CH2:28][O:29][C:30](=[O:31])[CH3:32].[H-:2].[Na+:1]>>[Br:3][c:4]1[cH:5][c:6]2[c:7]([n:8][cH:9]1)[n:10]([CH2:18][O:17][CH2:16][CH2:15][Si:14]([CH3:13])([CH3:20])[CH3:21])[n:11][cH:12]2. Reactants: Brc1cnc2[nH]ncc2c1, C1CCOC1, C[Si](C)(C)CCOCCl, CCOC(C)=O, [H-], [Na+]. Reactants: Br.BrCCN (2-bromoethylamine hydrobromide), COCCOC (1,2-dimethoxyethane), COCCOC (1,2-dimethoxyethane), Cl.C(CCC=CCCCCCCCCC)NC1=CC=C(C(=O)Cl)C=C1 (4-(4-tetradecenylamino)benzoyl chloride hydrochloride). Reagents/catalysts: CN(C1=CC=NC=C1)C (4-dimethylaminopyridine). Solvent: C(C)N(CC)CC (triethylamine). Yields the product C(CCC=CCCCCCCCCC)NC1=CC=C(C=C1)C=1OCCN1 (2-[4-(4-tetradecenylamino)phenyl]oxazoline). Reaction SMILES: Br.Br[CH2:3][CH2:4][NH2:5].COCCOC.Cl.[CH2:13]([NH:27][C:28]1[CH:36]=[CH:35][C:31]([C:32](Cl)=[O:33])=[CH:30][CH:29]=1)[CH2:14][CH2:15][CH:16]=[CH:17][CH2:18][CH2:19][CH2:20][CH2:21][CH2:22][CH2:23][CH2:24][CH2:25][CH3:26]>CN(C)C1C=CN=CC=1.C(N(CC)CC)C>[CH2:13]([NH:27][C:28]1[CH:36]=[CH:35][C:31]([C:32]2[O:33][CH2:3][CH2:4][N:5]=2)=[CH:30][CH:29]=1)[CH2:14][CH2:15][CH:16]=[CH:17][CH2:18][CH2:19][CH2:20][CH2:21][CH2:22][CH2:23][CH2:24][CH2:25][CH3:26] |f:0.1,3.4|. Procedure: To a slurry of 15 g. of 2-bromoethylamine hydrobromide in 150 ml. of 1,2-dimethoxyethane are added simultaneously solutions of 31 g. of 4-(4-tetradecenylamino)benzoyl chloride hydrochloride in 60 ml. of 1,2-dimethoxyethane and 50 cc. of triethylamine (dropwise). Upon addition of 0.5 g. of 4-dimethylaminopyridine the mixture is stirred at room temperature overnight. The solution is refluxed for one hour and filtered. The solid is oven dried and partitioned between methylene chloride and water. Th... The reactants are C(C)C1=CC2=C(C(C3=C(C=C2)C=C(C=C3)C)C=3C(=NC(N(C3)C3=NC(=NC=C3)N(CC(=O)NC=3SC=C(N3)CC(=O)OCC)C)=O)SC)C=C1 ((±)-2-[2-[[4-[5-{2-Ethyl-8-methyl-5H-dibenzo[a,d]cyclohepten-5-yl}-4-methylthio-2-oxo-1(2H)-pyrimidinyl]pyrimidin-2-yl][methyl]amino]acetylamino]-4-thiazoleacetic acid, ethyl ester). The solvent is N1=CC=CC=C1 (pyridine), C(C)N(CC)CC (triethylamine). The product is C(C)C1=CC2=C(C(C3=C(C=C2)C=C(C=C3)C)C=3C(NC(N(C3)C3=NC(=NC=C3)N(CC(=O)NC=3SC=C(N3)CC(=O)OCC)C)=O)=S)C=C1 ((±)-2-[2-[[4-[5-{2-Ethyl-8-methyl-5H-dibenzo[a,d]cyclohepten-5-yl}-3,4-dihydro-2-oxo-4-thioxo-1(2H)-pyrimidinyl]pyrimidin-2-yl][methyl]amino]acetylamino]-4-thiazoleacetic acid, ethyl ester). Reaction SMILES: [CH2:1]([C:3]1[CH:50]=[CH:49][C:6]2[CH:7]([C:17]3[C:18]([S:47]C)=[N:19][C:20](=[O:46])[N:21]([C:23]4[CH:28]=[CH:27][N:26]=[C:25]([N:29]([CH3:45])[CH2:30][C:31]([NH:33][C:34]5[S:35][CH:36]=[C:37]([CH2:39][C:40]([O:42][CH2:43][CH3:44])=[O:41])[N:38]=5)=[O:32])[N:24]=4)[CH:22]=3)[C:8]3[CH:15]=[CH:14][C:13]([CH3:16])=[CH:12][C:9]=3[CH:10]=[CH:11][C:5]=2[CH:4]=1)[CH3:2]>N1C=CC=CC=1.C(N(CC)CC)C>[CH2:1]([C:3]1[CH:50]=[CH:49][C:6]2[CH:7]([C:17]3[C:18](=[S:47])[NH:19][C:20](=[O:46])[N:21]([C:23]4[CH:28]=[CH:27][N:26]=[C:25]([N:29]([CH3:45])[CH2:30][C:31]([NH:33][C:34]5[S:35][CH:36]=[C:37]([CH2:39][C:40]([O:42][CH2:43][CH3:44])=[O:41])[N:38]=5)=[O:32])[N:24]=4)[CH:22]=3)[C:8]3[CH:15]=[CH:14][C:13]([CH3:16])=[CH:12][C:9]=3[CH:10]=[CH:11][C:5]=2[CH:4]=1)[CH3:2]. Procedure details: The product from step (v) (0.61 g) was dissolved in dry pyridine (20 ml) and triethylamine (1.0 ml). Hydrogen sulphide gas was slowly bubbled through the solution for 15 minutes. The solvents were evaporated under reduced pressure and the residue azeotroped twice with toluene. The residue was purified by chromatography eluting with ethyl acetate in toluene. Yield 0.41 g. Reactants: [Cl-].[Na+] (sodium chloride), ClC1=C(C=C(C(=O)NC2=CC=CC3=CC=CC=C23)C=C1)[N+](=O)[O-] (4-chloro-3-nitro-N-(naphthalen-1-yl)-benzamide), [K].CC(C)([O-])C (potassium tert.-butoxide), CI (methyl iodide). Run in CS(=O)C (dimethylsulphoxide). Reaction conditions: time 30 minute. Product: ClC1=C(C=C(C(=O)N(C2=CC=CC3=CC=CC=C23)C)C=C1)[N+](=O)[O-] (4-chloro-3-nitro-N-methyl-N-(naphthalen-1-yl)-benzamide). As a reaction SMILES: [Cl:1][C:2]1[CH:20]=[CH:19][C:5]([C:6]([NH:8][C:9]2[C:18]3[C:13](=[CH:14][CH:15]=[CH:16][CH:17]=3)[CH:12]=[CH:11][CH:10]=2)=[O:7])=[CH:4][C:3]=1[N+:21]([O-:23])=[O:22].[K].[CH3:25]C(C)([O-])C.CI.[Cl-].[Na+]>CS(C)=O>[Cl:1][C:2]1[CH:20]=[CH:19][C:5]([C:6]([N:8]([CH3:25])[C:9]2[C:18]3[C:13](=[CH:14][CH:15]=[CH:16][CH:17]=3)[CH:12]=[CH:11][CH:10]=2)=[O:7])=[CH:4][C:3]=1[N+:21]([O-:23])=[O:22] |f:1.2,4.5,^1:23|. Procedure: 3.2 g (0.01 mol) of 4-chloro-3-nitro-N-(naphthalen-1-yl)-benzamide and 1.1 g (0.01 mol) of potassium-tert.-butoxide are dissolved in 50 ml dimethylsulphoxide and stirred for 30 minutes at ambient temperature. Then 1 ml methyl iodide is added thereto and the mixture is stirred for a further 3 hours at ambient temperature. The solution is poured onto saturated sodium chloride solution and extracted with ethyl acetate. The combined organic extracts are dried over sodium sulphate and concentrated by... The reactants are BrC(C(=O)O)CC1=CN=CN1 (α-bromo-β-(5-imidazolyl) propionic acid), SCC(CC1=CC=CC=C1)N (2-mercapto-1-benzyl-ethylamine), C([O-])([O-])=O.[Na+].[Na+] (sodium carbonate), SCCN (2-mercaptoethylamine). Product: N[C@@H](CC1=CC=CC=C1)C(=O)O (Phe). As a reaction SMILES: BrC(CC1NC=NC=1)C(O)=O.SC[CH:14]([NH2:22])[CH2:15][C:16]1[CH:21]=[CH:20][CH:19]=[CH:18][CH:17]=1.[C:23](=[O:26])([O-])[O-:24].[Na+].[Na+].SCCN>>[NH2:22][C@H:14]([C:23]([OH:24])=[O:26])[CH2:15][C:16]1[CH:21]=[CH:20][CH:19]=[CH:18][CH:17]=1 |f:2.3.4|. Reported procedure: This product is prepared from α-bromo-β-(5-imidazolyl) propionic acid and 2-mercapto-1-benzyl-ethylamine by reaction in the presence of sodium carbonate utilizing the procedure described for the analogous reaction involving 2-mercaptoethylamine as described in Example 1.